Dataset: the Open Reaction Database (ORD), a public repository of structured organic reaction records. Task: describe an organic reaction: reactants, conditions, products, and yield The reactants are CC(C)=CCN(c1ccc(OCc2ccccc2)cc1)C1CCN(C(=O)C(CC(C)C)NC(=O)OC(C)(C)C)CC1, ClCCl, O=C(O)C(F)(F)F. The product is CC(C)=CCN(c1ccc(OCc2ccccc2)cc1)C1CCN(C(=O)C(N)CC(C)C)CC1. RXN SMILES: [C:1]([O:2][C:3](=[O:4])[NH:7][CH:8]([CH2:9][CH:10]([CH3:11])[CH3:12])[C:13](=[O:14])[N:15]1[CH2:16][CH2:17][CH:18]([N:21]([CH2:22][CH:23]=[C:24]([CH3:25])[CH3:26])[c:27]2[cH:28][cH:29][c:30]([O:33][CH2:34][c:35]3[cH:36][cH:37][cH:38][cH:39][cH:40]3)[cH:31][cH:32]2)[CH2:19][CH2:20]1)([CH3:5])([CH3:6])[CH3:41].[Cl:49][CH2:50][Cl:51].[F:42][C:43]([F:44])([F:45])[C:46]([OH:47])=[O:48]>>[NH2:7][CH:8]([CH2:9][CH:10]([CH3:11])[CH3:12])[C:13](=[O:14])[N:15]1[CH2:16][CH2:17][CH:18]([N:21]([CH2:22][CH:23]=[C:24]([CH3:25])[CH3:26])[c:27]2[cH:28][cH:29][c:30]([O:33][CH2:34][c:35]3[cH:36][cH:37][cH:38][cH:39][cH:40]3)[cH:31][cH:32]2)[CH2:19][CH2:20]1. The reactants are C, CN1CCN(CCOc2ccc(OCc3ccccc3)c(C(=O)Nc3cc(-c4ccccc4)ccc3C(=O)OC(C)(C)C)c2)CC1, CO, [Pd]. Product: CN1CCN(CCOc2ccc(O)c(C(=O)Nc3cc(-c4ccccc4)ccc3C(=O)OC(C)(C)C)c2)CC1. Reaction SMILES: [C:47].[CH2:1]([c:2]1[cH:3][cH:4][cH:5][cH:6][cH:7]1)[O:8][c:9]1[c:10]([C:11](=[O:12])[NH:13][c:14]2[c:15]([C:16](=[O:17])[O:18][C:19]([CH3:20])([CH3:21])[CH3:22])[cH:23][cH:24][c:25](-[c:27]3[cH:28][cH:29][cH:30][cH:31][cH:32]3)[cH:26]2)[cH:33][c:34]([O:37][CH2:38][CH2:39][N:40]2[CH2:41][CH2:42][N:43]([CH3:46])[CH2:44][CH2:45]2)[cH:35][cH:36]1.[CH3:49][OH:50].[Pd:48]>>[OH:8][c:9]1[c:10]([C:11](=[O:12])[NH:13][c:14]2[c:15]([C:16](=[O:17])[O:18][C:19]([CH3:20])([CH3:21])[CH3:22])[cH:23][cH:24][c:25](-[c:27]3[cH:28][cH:29][cH:30][cH:31][cH:32]3)[cH:26]2)[cH:33][c:34]([O:37][CH2:38][CH2:39][N:40]2[CH2:41][CH2:42][N:43]([CH3:46])[CH2:44][CH2:45]2)[cH:35][cH:36]1.